Dataset: the Open Reaction Database (ORD), a public repository of structured organic reaction records. Task: describe an organic reaction: reactants, conditions, products, and yield Reactants: FC=1C=C2C(C(=C3N(C2=CC1F)C(S3)C)C(=O)OCC)=O (ethyl 6,7-difluoro-1-methyl-4-oxo-1H,4H-[1,3]thiazeto[3,2-a]quinoline-3-carboxylate), Cl.FC(C(=O)NC1CNCC1)(F)F (3-trifluoroacetylaminopyrrolidine hydrochloride), C1CCC2=NCCCN2CC1 (1,8-diazabicyclo[5,4,0]-7-undecene). Solvent: CN(C=O)C (N,N-dimethylformamide). Reaction conditions: time 72 hour. Product: FC=1C=C2C(C(=C3N(C2=CC1N1CC(CC1)NC(C(F)(F)F)=O)C(S3)C)C(=O)OCC)=O (Ethyl 6-fluoro-1-methyl-4-oxo-7-(3-trifluoroacetylamino-1-pyrrolidinyl)-1H,4H-[1,3]thiazeto[3,2-a]quinoline-3-carboxylate). Yield: 80.2%. RXN SMILES: [F:1][C:2]1[CH:3]=[C:4]2[C:9](=[CH:10][C:11]=1F)[N:8]1[CH:13]([CH3:15])[S:14][C:7]1=[C:6]([C:16]([O:18][CH2:19][CH3:20])=[O:17])[C:5]2=[O:21].Cl.[F:23][C:24]([F:34])([F:33])[C:25]([NH:27][CH:28]1[CH2:32][CH2:31][NH:30][CH2:29]1)=[O:26].C1CCN2C(=NCCC2)CC1>CN(C)C=O>[F:1][C:2]1[CH:3]=[C:4]2[C:9](=[CH:10][C:11]=1[N:30]1[CH2:31][CH2:32][CH:28]([NH:27][C:25](=[O:26])[C:24]([F:34])([F:33])[F:23])[CH2:29]1)[N:8]1[CH:13]([CH3:15])[S:14][C:7]1=[C:6]([C:16]([O:18][CH2:19][CH3:20])=[O:17])[C:5]2=[O:21] |f:1.2|. Procedure: A mixture of 1.00 g of ethyl 6,7-difluoro-1-methyl-4-oxo-1H,4H-[1,3]thiazeto[3,2-a]quinoline-3-carboxylate, 2.1 g of 3-trifluoroacetylaminopyrrolidine hydrochloride, 1.46 g of 1,8-diazabicyclo[5,4,0]-7-undecene and 20 ml of N,N-dimethylformamide was stirred at room temperature for 72 hours. The reaction mixture was concentrated in vacuo, and, to a suspension of the residue in 20 ml of methanol, 30 ml of water was added. The precipitate was collected by filtration to give 1.22 g of the desired co... Solvent: C1CCOC1 (THF). Reactants: C(C)OC=1C=C(C=CC1OCC)CCC(=O)NC (3-(3,4-diethoxy-phenyl)-N-methyl-propionamide), [H-].[H-].[H-].[H-].[Li+].[Al+3] (LiAlH4), [OH-].[Na+] (NaOH). Reported procedure: To a solution of 0.26 g of 3-(3,4-diethoxy-phenyl)-N-methyl-propionamide in 5 mL THF was added 1.4 mL of a LiAlH4 solution (2.3M in THF) at 0° C. The reaction mixture was stirred for 1 h at rt and for 2 h at 60° C. At rt, a 1M NaOH solution was added dropwise. The resulting mixture was filtrated over a pad of celite, washed with THF and the filtrate concentrated in vacuo. Purification by CC with EtOAc-MeOH (7:3) yielded 0.13 g of [3-(3,4-diethoxy-phenyl)-propyl]-methyl-amine as yellow oil. Product: C(C)OC=1C=C(C=CC1OCC)CCCNC ([3-(3,4-diethoxy-phenyl)-propyl]-methyl-amine). As a reaction SMILES: [CH2:1]([O:3][C:4]1[CH:5]=[C:6]([CH2:13][CH2:14][C:15]([NH:17][CH3:18])=O)[CH:7]=[CH:8][C:9]=1[O:10][CH2:11][CH3:12])[CH3:2].[H-].[H-].[H-].[H-].[Li+].[Al+3].[OH-].[Na+]>C1COCC1>[CH2:1]([O:3][C:4]1[CH:5]=[C:6]([CH2:13][CH2:14][CH2:15][NH:17][CH3:18])[CH:7]=[CH:8][C:9]=1[O:10][CH2:11][CH3:12])[CH3:2] |f:1.2.3.4.5.6,7.8|. Run at temperature 60 celsius, time 2 hour. The yield is 52.9%. The reactants are O (water), ClC=1C(=NC(=NC1)NC=1C=C(C=CC1)CCO)NCC1=CC(=CC=C1)OC (2-[3-({5-chloro-4-[(3-methoxybenzyl)amino]pyrimidin-2-yl}amino)phenyl]ethanol), ClCCl (dichloromethane), B(Br)(Br)Br (boron tribromide), C(Cl)Cl (methylene chloride). Solvent: CCOC(=O)C (EtOAc). Run at time 8 hour. Yields the product BrCCC=1C=C(C=CC1)NC1=NC=C(C(=N1)NCC=1C=C(C=CC1)O)Cl (3-{[(2-{[3-(2-Bromoethyl)phenyl]amino}-5-chloropyrimidin-4-yl)amino]methyl}phenol). Yield: 20.0%. RXN SMILES: [Cl:1][C:2]1[C:3]([NH:18][CH2:19][C:20]2[CH:25]=[CH:24][CH:23]=[C:22]([O:26]C)[CH:21]=2)=[N:4][C:5]([NH:8][C:9]2[CH:10]=[C:11]([CH2:15][CH2:16]O)[CH:12]=[CH:13][CH:14]=2)=[N:6][CH:7]=1.ClCCl.B(Br)(Br)[Br:32].O>CCOC(C)=O>[Br:32][CH2:16][CH2:15][C:11]1[CH:10]=[C:9]([NH:8][C:5]2[N:4]=[C:3]([NH:18][CH2:19][C:20]3[CH:21]=[C:22]([OH:26])[CH:23]=[CH:24][CH:25]=3)[C:2]([Cl:1])=[CH:7][N:6]=2)[CH:14]=[CH:13][CH:12]=1. Procedure: Into a 1-neck round-bottom flask were added 2-[3-({5-chloro-4-[(3-methoxybenzyl)amino]pyrimidin-2-yl}amino)phenyl]ethanol (0.20 g, 0.52 mmol) and dichloromethane (“DCM”, 5 mL). To the reaction mixture was added a solution of boron tribromide in methylene chloride (1.6 mL, 1.6 mmol, 1.0 M) at 0° C. The resulting mixture was allowed to warm up to rt and stirred overnight. The resulted mixture was cooled in a dry ice bath when water (10 mL) was added. The mixture was allowed to warm up to rt and Et... Reactants: Cc1cn(-c2ccc(Cl)cc2Cl)c2c1C(=O)N(N1CCCCC1)CC2, O=C1CCC(=O)N1Br, CN(C)C=O, O. The product is Cc1c2c(n(-c3ccc(Cl)cc3Cl)c1Br)CCN(N1CCCCC1)C2=O. As a reaction SMILES: [Cl:1][c:2]1[c:3](-[n:9]2[cH:10][c:11]([CH3:25])[c:12]3[c:17]2[CH2:16][CH2:15][N:14]([N:18]2[CH2:19][CH2:20][CH2:21][CH2:22][CH2:23]2)[C:13]3=[O:24])[cH:4][cH:5][c:6]([Cl:8])[cH:7]1.[O:26]=[C:27]1[N:28]([Br:33])[C:29](=[O:30])[CH2:31][CH2:32]1.[O:35]=[CH:36][N:37]([CH3:38])[CH3:39].[OH2:34]>>[Cl:1][c:2]1[c:3](-[n:9]2[c:10]([Br:33])[c:11]([CH3:25])[c:12]3[c:17]2[CH2:16][CH2:15][N:14]([N:18]2[CH2:19][CH2:20][CH2:21][CH2:22][CH2:23]2)[C:13]3=[O:24])[cH:4][cH:5][c:6]([Cl:8])[cH:7]1. As a reaction SMILES: [CH2:30]1[O:31][CH2:32][CH2:33][CH2:34]1.[CH2:6]([CH2:7][C:8]#[CH:9])[O:10][CH2:11][c:12]1[cH:13][cH:14][cH:15][cH:16][cH:17]1.[Cl-:28].[F:18][c:19]1[cH:20][cH:21][c:22]([C:23](=[O:24])[Cl:25])[cH:26][cH:27]1.[Li:1][CH2:2][CH2:3][CH2:4][CH3:5].[NH4+:29]>>[CH2:6]([CH2:7][C:8]#[C:9][C:23]([c:22]1[cH:21][cH:20][c:19]([F:18])[cH:27][cH:26]1)=[O:24])[O:10][CH2:11][c:12]1[cH:13][cH:14][cH:15][cH:16][cH:17]1. Starting materials: C1CCOC1, C#CCCOCc1ccccc1, [Cl-], O=C(Cl)c1ccc(F)cc1, [Li]CCCC, [NH4+]. Yields the product O=C(C#CCCOCc1ccccc1)c1ccc(F)cc1. The reactants are [Al+3], CCOC(=O)c1ncn(C2CCN(C(=O)OC(C)(C)C)CC2)n1, C1CCOC1, [H-], [H-], [H-], [H-], [Li+], [Mg+2], [Na+], O=S(=O)([O-])[O-], [OH-], O. The product is CC(C)(C)OC(=O)N1CCC(n2cnc(CO)n2)CC1. Reaction SMILES: [Al+3:25].[C:1]([CH3:2])([CH3:3])([CH3:4])[O:5][C:6](=[O:7])[N:8]1[CH2:9][CH2:10][CH:11]([n:14]2[n:15][c:16]([C:19](=[O:20])[O:21][CH2:22][CH3:23])[n:17][cH:18]2)[CH2:12][CH2:13]1.[CH2:38]1[O:39][CH2:40][CH2:41][CH2:42]1.[H-:24].[H-:27].[H-:28].[H-:29].[Li+:26].[Mg+2:32].[Na+:31].[O-:33][S:34]([O-:35])(=[O:36])=[O:37].[OH-:30].[OH2:43]>>[C:1]([CH3:2])([CH3:3])([CH3:4])[O:5][C:6](=[O:7])[N:8]1[CH2:9][CH2:10][CH:11]([n:14]2[n:15][c:16]([CH2:19][OH:20])[n:17][cH:18]2)[CH2:12][CH2:13]1. The reactants are C[Si](C)(C)N=C=O, CO, NC1CCCC1, ClCCl. The product is NC(=O)NC1CCCC1. As a reaction SMILES: [CH3:10][Si:11]([CH3:12])([CH3:13])[N:14]=[C:15]=[O:16].[CH3:17][OH:18].[CH:4]1([NH2:9])[CH2:5][CH2:6][CH2:7][CH2:8]1.[Cl:1][CH2:2][Cl:3]>>[CH:4]1([NH:9][C:15]([NH2:14])=[O:16])[CH2:5][CH2:6][CH2:7][CH2:8]1. Reactants: CI, CO, CC#N, Cn1c(-c2ccccn2)nc(-c2ccc(-c3nn[nH]n3)cc2)c1Sc1ccc(Cl)cc1, [K+], [K+], O=C([O-])[O-], CN(C)C=O. The product is Cn1nnc(-c2ccc(-c3nc(-c4ccccn4)n(C)c3Sc3ccc(Cl)cc3)cc2)n1. Reaction SMILES: [CH3:38][I:39].[CH3:45][OH:46].[CH3:47][C:48]#[N:49].[Cl:1][c:2]1[cH:3][cH:4][c:5]([S:8][c:9]2[c:10](-[c:21]3[cH:22][cH:23][c:24](-[c:27]4[n:28][n:29][nH:30][n:31]4)[cH:25][cH:26]3)[n:11][c:12](-[c:15]3[n:16][cH:17][cH:18][cH:19][cH:20]3)[n:13]2[CH3:14])[cH:6][cH:7]1.[K+:32].[K+:33].[O-:34][C:35]([O-:36])=[O:37].[O:40]=[CH:41][N:42]([CH3:43])[CH3:44]>>[Cl:1][c:2]1[cH:3][cH:4][c:5]([S:8][c:9]2[c:10](-[c:21]3[cH:22][cH:23][c:24](-[c:27]4[n:28][n:29][n:30]([CH3:35])[n:31]4)[cH:25][cH:26]3)[n:11][c:12](-[c:15]3[n:16][cH:17][cH:18][cH:19][cH:20]3)[n:13]2[CH3:14])[cH:6][cH:7]1. Reactants: [H-], CI, [Na+], C1CCOC1, OCc1cc(Br)c2occc2c1. Yields the product COCc1cc(Br)c2occc2c1. As a reaction SMILES: [H-:13].[I:15][CH3:16].[Na+:14].[O:17]1[CH2:18][CH2:19][CH2:20][CH2:21]1.[OH:1][CH2:2][c:3]1[cH:4][c:5]([Br:12])[c:6]2[c:7]([cH:8][cH:9][o:10]2)[cH:11]1>>[O:1]([CH2:2][c:3]1[cH:4][c:5]([Br:12])[c:6]2[c:7]([cH:8][cH:9][o:10]2)[cH:11]1)[CH3:16]. The reactants are C1(=CC=CC=C1)C(C1=CC=CC=C1)N1CC(C1)=O (1-(1,1-diphenylmethyl)azetidin-3-one), C(C)(CC)[Li] (Sec. butyllithium), solution, FC=1C=C(C=CC1)N1[Si](CC[Si]1(C)C)(C)C (1-(3-Fluorophenyl)-2,2,5,5-tetramethyl-1-aza-2,5-disilacyclopentane), C([O-])([O-])=O.[K+].[K+] (potassium carbonate). Solvent: C1CCOC1 (THF), C1CCCCC1 (cyclohexane), C1CCOC1 (THF). Conditions: time 2 hour. Yields the product NC1=CC(=C(C=C1)C1(CN(C1)C(C1=CC=CC=C1)C1=CC=CC=C1)O)F (3-(4-Amino-2-fluorophenyl)-3-hydroxy-1-(1.1-diphenylmethyl) azetidine). As a reaction SMILES: C([Li])(CC)C.[F:6][C:7]1[CH:8]=[C:9]([N:13]2[Si](C)(C)CC[Si]2(C)C)[CH:10]=[CH:11][CH:12]=1.[C:22]1([CH:28]([N:35]2[CH2:38][C:37](=[O:39])[CH2:36]2)[C:29]2[CH:34]=[CH:33][CH:32]=[CH:31][CH:30]=2)[CH:27]=[CH:26][CH:25]=[CH:24][CH:23]=1.C(=O)([O-])[O-].[K+].[K+]>C1CCCCC1.C1COCC1>[NH2:13][C:9]1[CH:10]=[CH:11][C:12]([C:37]2([OH:39])[CH2:38][N:35]([CH:28]([C:29]3[CH:30]=[CH:31][CH:32]=[CH:33][CH:34]=3)[C:22]3[CH:27]=[CH:26][CH:25]=[CH:24][CH:23]=3)[CH2:36]2)=[C:7]([F:6])[CH:8]=1 |f:3.4.5|. Procedure: Sec. butyllithium (22.5 mL of a 1.3M solution in cyclohexane, 29.5 mmol) was added dropwise to a stirred solution of 1-(3-fluorophenyl)-2,2,5,5-tetramethyl-1-aza-2,5-disilacyclopentane (Example 20, Step 1) (6.0 g, 23.7 mmol) at −78° C. under nitrogen in dry THF (75 mL). After 2 hr a solution of 1-(1,1-diphenylmethyl)azetidin-3-one (5.6 g, 23.6 mmol) in dry THF (60 mL) was added dropwise and stirring continued at −78° for 2 hr, when the cooling bath was removed. After reaching room temperature, a...